This data is from the Open Reaction Database (ORD), a public repository of structured organic reaction records. The task is: describe an organic reaction: reactants, conditions, products, and yield The reactants are CS(=O)(=O)N1CCNCC1, CN1CCOCC1, CN(C)c1ccncc1, C=C(CC)C1NC(=O)CC(c2cc(Cl)cc(C(=O)F)c2)C12C(=O)Nc1cc(Cl)ccc12, C1CCOC1. Yields the product C=C(CC)C1NC(=O)CC(c2cc(Cl)cc(C(=O)N3CCN(S(C)(=O)=O)CC3)c2)C12C(=O)Nc1cc(Cl)ccc12. As a reaction SMILES: [CH3:32][S:33](=[O:34])(=[O:35])[N:36]1[CH2:37][CH2:38][NH:39][CH2:40][CH2:41]1.[CH3:42][N:43]1[CH2:44][CH2:45][O:46][CH2:47][CH2:48]1.[CH3:49][N:50]([CH3:51])[c:52]1[cH:53][cH:54][n:55][cH:56][cH:57]1.[Cl:1][c:2]1[cH:3][cH:4][c:5]2[c:9]([cH:10]1)[NH:8][C:7](=[O:11])[C:6]21[CH:12]([C:28]([CH2:29][CH3:30])=[CH2:31])[NH:13][C:14](=[O:27])[CH2:15][CH:16]1[c:17]1[cH:18][c:19]([Cl:26])[cH:20][c:21]([C:23](=[O:24])[F:25])[cH:22]1.[O:58]1[CH2:59][CH2:60][CH2:61][CH2:62]1>>[Cl:1][c:2]1[cH:3][cH:4][c:5]2[c:9]([cH:10]1)[NH:8][C:7](=[O:11])[C:6]21[CH:12]([C:28]([CH2:29][CH3:30])=[CH2:31])[NH:13][C:14](=[O:27])[CH2:15][CH:16]1[c:17]1[cH:18][c:19]([Cl:26])[cH:20][c:21]([C:23](=[O:24])[N:39]2[CH2:38][CH2:37][N:36]([S:33]([CH3:32])(=[O:34])=[O:35])[CH2:41][CH2:40]2)[cH:22]1. Reactants: ClC1=NC(=NC=C1C(F)(F)F)NCC1=C(C=CC=C1)OC(F)(F)F ((4-chloro-5-trifluoromethyl-pyrimidin-2-yl)-(2-trifluoromethoxy-benzyl)-amine), Boc, CCN(C(C)C)C(C)C (DIPEA). The solvent is CCOC(=O)C (EtOAc), CN(C)C=O (DMF). Run at temperature 70 celsius, time 3 hour. The product is N[C@@H]1CC[C@H](CC1)CNC1=NC(=NC=C1C(F)(F)F)NCC1=C(C=CC=C1)OC(F)(F)F (N4-[(trans-4-aminocyclohexyl)methyl]-N2-[2-(trifluoromethoxy)benzyl]-5-(trifluoromethyl)pyrimidine-2,4-diamine). Isolated yield 109.9%. Reaction SMILES: Cl[C:2]1[C:7]([C:8]([F:11])([F:10])[F:9])=[CH:6][N:5]=[C:4]([NH:12][CH2:13][C:14]2[CH:19]=[CH:18][CH:17]=[CH:16][C:15]=2[O:20][C:21]([F:24])([F:23])[F:22])[N:3]=1.CC[N:27]([CH:31]([CH3:33])[CH3:32])C(C)C>CN(C=O)C.CCOC(C)=O>[NH2:27][C@H:31]1[CH2:32][CH2:8][C@H:7]([CH2:2][NH:3][C:2]2[C:7]([C:8]([F:11])([F:10])[F:9])=[CH:6][N:5]=[C:4]([NH:12][CH2:13][C:14]3[CH:19]=[CH:18][CH:17]=[CH:16][C:15]=3[O:20][C:21]([F:24])([F:23])[F:22])[N:3]=2)[CH2:6][CH2:33]1. Procedure details: To a solution of the above (4-chloro-5-trifluoromethyl-pyrimidin-2-yl)-(2-trifluoromethoxy-benzyl)-amine (80 mg, 0.22 mmol) in DMF (2 mL) was added the Boc-protected cyclohexyl amine (74 mg, 0.33 mmol) followed by DIPEA (37 μL, 0.22 mmol). The reaction mixture was stirred at 70° C. for 3 h. When the reaction was complete, the reaction mixture was diluted with EtOAc and washed with water (×4). The organic phase was dried over anhydrous Na2SO4 and concentrated in vacuo. The resulting residue was p... The reactants are C1=C(C=CC2=CC=CC=C12)C(=O)Cl (2-naphthoyl chloride), C(C)(C)[N-]C(C)C.[Li+] (Lithium diisopropylamide), solution, C(C)(C=C)(CCC=C(C)C)CC(=O)O.C(C)(=O)OC(C=C)(CCC=C(C)C)C (3,7-Dimethyl-1,6-octadien-3-yl acetate (linalyl acetate)). The solvent is C1CCOC1 (THF), C1CCOC1 (THF). Run at temperature -20 celsius, time 15 minute. The product is C1=C(C=CC2=CC=CC=C12)C(CC(=O)OC(C=C)(CCC=C(C)C)C)=O (3,7-dimethyl-1,6-octadien-3-yl 3-(β-naphthyl)-3-oxo-propionate). RXN SMILES: C([N-]C(C)C)(C)C.[Li+].C(CC(O)=O)(CCC=C(C)C)(C=C)C.[C:23]([O:26][C:27]([CH3:36])([CH2:30][CH2:31][CH:32]=[C:33]([CH3:35])[CH3:34])[CH:28]=[CH2:29])(=[O:25])[CH3:24].[CH:37]1[C:46]2[C:41](=[CH:42][CH:43]=[CH:44][CH:45]=2)[CH:40]=[CH:39][C:38]=1[C:47](Cl)=[O:48]>C1COCC1>[CH:37]1[C:46]2[C:41](=[CH:42][CH:43]=[CH:44][CH:45]=2)[CH:40]=[CH:39][C:38]=1[C:47](=[O:48])[CH2:24][C:23]([O:26][C:27]([CH3:36])([CH2:30][CH2:31][CH:32]=[C:33]([CH3:35])[CH3:34])[CH:28]=[CH2:29])=[O:25] |f:0.1,2.3|. Procedure details: Lithium diisopropylamide (101.0 mL of a 2.0 M solution, 0.202 mol) is placed into a 500 mL three-necked round-bottomed flask fitted with a magnetic stirrer, internal thermometer, argon inlet, and-addition funnel. The flask is placed in a dry ice-acetone bath. 3,7-Dimethyl-1,6-octadien-3-yl acetate (linalyl acetate) in the amount of (18.66 g, 0.095 mol) is dissolved in THF (5 mL) and the resulting solution added to the flask over 45 min. Once addition is complete, the mixture is stirred for an ad... The reactants are ClN1C(CCC1=O)=O (N-Chlorosuccinimide), ClN1C(CCC1=O)=O (N-chlorosuccinimide), OC1=CC2=C(SC(=C2)S(N)(=O)=O)C=C1 (5-hydroxy-2-sulfamoylbenzo[b]thiophene), COC(N(C)C)OC (N,N-dimethylformamide dimethylacetal), sulfonamide. Solvent: CC#N (CH3CN). Conditions: time 5 minute. The product is ClC1=C(C=CC=2SC(=CC21)S(N)(=O)=O)O (4-Chloro-5-hydroxy-2-sulfamoylbenzo[b]thiophene). As a reaction SMILES: [OH:1][C:2]1[CH:14]=[CH:13][C:5]2[S:6][C:7]([S:9](=[O:12])(=[O:11])[NH2:10])=[CH:8][C:4]=2[CH:3]=1.COC(OC)N(C)C.[Cl:23]N1C(=O)CCC1=O>CC#N>[Cl:23][C:3]1[C:4]2[CH:8]=[C:7]([S:9](=[O:11])(=[O:12])[NH2:10])[S:6][C:5]=2[CH:13]=[CH:14][C:2]=1[OH:1]. Procedure: A stirred solution of 5-hydroxy-2-sulfamoylbenzo[b]thiophene (3.0 g, 0.013 mole) in CH3CN (60 ml) was treated with N,N-dimethylformamide dimethylacetal (1.75 ml, 0.013 mole). Within 5 minutes, the protected sulfonamide started to precipitate. After 10 minutes, this was redissolved by the addition of CH3CN (65 ml). N-Chlorosuccinimide, (1.91 g, 0.0143 mole) was added in one portion and the mixture was stirred at ambient temperature. After 2 days, another 175 mg of N-chlorosuccinimide was added an... Reactants: NC=1C(=NC(=NC1)NC1=CC=C(C=C1)N1CCOCC1)NC (5-amino-4-(methylamino)-2-[[4-(morpholin-4-yl)phenyl]amino]pyrimidine), ClC=1C=NC=C(C1C(C(=O)OCC)=O)Cl (ethyl 2-(3,5-dichloropyridin-4-yl)-2-oxoacetate), CC(=O)O (HOAc). Solvent: COCCO (2-methoxyethanol). Product: ClC=1C=NC=C(C1C1=NC=2C=NC(=NC2N(C1=O)C)NC1=CC=C(C=C1)N1CCOCC1)Cl (6-(3,5-Dichloropyridin-4-yl)-8-methyl-2-[[4-(morpholin-4-yl)phenyl]amino]-8H-pteridin-7-one). The yield is 17.5%. Reaction SMILES: [NH2:1][C:2]1[C:3]([NH:21][CH3:22])=[N:4][C:5]([NH:8][C:9]2[CH:14]=[CH:13][C:12]([N:15]3[CH2:20][CH2:19][O:18][CH2:17][CH2:16]3)=[CH:11][CH:10]=2)=[N:6][CH:7]=1.[Cl:23][C:24]1[CH:25]=[N:26][CH:27]=[C:28]([Cl:37])[C:29]=1[C:30](=O)[C:31]([O:33]CC)=O.CC(O)=O>COCCO>[Cl:37][C:28]1[CH:27]=[N:26][CH:25]=[C:24]([Cl:23])[C:29]=1[C:30]1[C:31](=[O:33])[N:21]([CH3:22])[C:3]2[N:4]=[C:5]([NH:8][C:9]3[CH:14]=[CH:13][C:12]([N:15]4[CH2:20][CH2:19][O:18][CH2:17][CH2:16]4)=[CH:11][CH:10]=3)[N:6]=[CH:7][C:2]=2[N:1]=1. Reported procedure: A mixture of 0.30 g (1 mmol) of 5-amino-4-(methylamino)-2-[[4-(morpholin-4-yl)phenyl]amino]pyrimidine, 0.37 g (1.5 mmol) of ethyl 2-(3,5-dichloropyridin-4-yl)-2-oxoacetate, and 0.3 mL HOAc in 15 mL 2-methoxyethanol as heated under reflux for 16 hours, and worked up as above in 2. Chromatography on alumina, eluting with CH2Cl2/EtOAc (4:1), gives 85 mg (18%) of the title compound (Compound 12 in Tables 1 and 2): mp (MeOH) 243–245° C.